This data is from the Open Reaction Database (ORD), a public repository of structured organic reaction records. The task is: describe an organic reaction: reactants, conditions, products, and yield The reactants are NC=1N=CNC1C#N (4-amino-5-cyanoimidazole), C(CCCCC)(=O)N (hexaneamide), C(C1=CC=CC=C1)Cl (Benzyl chloride), C(=O)([O-])[O-].[K+].[K+] (K2CO3). Run in CN(C)C=O (DMF), O (water). Run at temperature 210 celsius. Yields the product C(C1=CC=CC=C1)N1C2=NC(=NC(=C2N=C1)N)CCCCC (9-benzyl-2-pentyladenine). RXN SMILES: [NH2:1][C:2]1[N:3]=[CH:4][NH:5][C:6]=1[C:7]#[N:8].[C:9]([NH2:16])(=O)[CH2:10][CH2:11][CH2:12][CH2:13][CH3:14].[CH2:17](Cl)[C:18]1[CH:23]=[CH:22][CH:21]=[CH:20][CH:19]=1.C([O-])([O-])=O.[K+].[K+]>CN(C=O)C.O>[CH2:17]([N:3]1[CH:4]=[N:5][C:6]2[C:2]1=[N:1][C:9]([CH2:10][CH2:11][CH2:12][CH2:13][CH3:14])=[N:16][C:7]=2[NH2:8])[C:18]1[CH:23]=[CH:22][CH:21]=[CH:20][CH:19]=1 |f:3.4.5|. Reported procedure: A mixture of 4-amino-5-cyanoimidazole (1.09 g, 11 mmol) and hexaneamide (4.39 g, 38 mmol) was heated at 210° C. for 15 h under N2 atmosphere. After cooling, the residue was dissolved in a mixture of DMF (200 ml) and water (50 ml). Benzyl chloride (3 ml) and K2CO3 (3 g) was added to the mixture, and heated at 70° C. for 6 h. Solvent was evaporated under vacuum, the residue was extracted by CH2Cl2. The resulting organic layer was evaporated under vacuum. 9-benzyl-2-pentyladenine was obtained by th... The reactants are C(CCC)[SnH](CCCC)CCCC (tributyltin hydride), N(=NC(C#N)(C)C)C(C#N)(C)C (azobisisobutyronitrile), BrC1=C(C=CC(=C1)C(F)(F)F)NCC=1CN(CC1)C(=O)OC(C)(C)C (tert-Butyl 3-(((2-bromo-4-(trifluoromethyl)phenyl)amino)methyl)-2,5-dihydro-1H-pyrrole-1-carboxylate). The solvent is C1=CC=CC=C1 (benzene). Conditions: time 15 hour. Yields the product FC(C=1C=C2C(=CC1)NCC21CN(CC1)C(=O)OC(C)(C)C)(F)F (tert-butyl 5-(trifluoromethyl)spiro[indoline-3,3′-pyrrolidine]-1′-carboxylate). Isolated yield 42.2%. RXN SMILES: Br[C:2]1[CH:7]=[C:6]([C:8]([F:11])([F:10])[F:9])[CH:5]=[CH:4][C:3]=1[NH:12][CH2:13][C:14]1[CH2:15][N:16]([C:19]([O:21][C:22]([CH3:25])([CH3:24])[CH3:23])=[O:20])[CH2:17][CH:18]=1.C([SnH](CCCC)CCCC)CCC.N(C(C)(C)C#N)=NC(C)(C)C#N>C1C=CC=CC=1>[F:9][C:8]([F:11])([F:10])[C:6]1[CH:7]=[C:2]2[C:14]3([CH2:18][CH2:17][N:16]([C:19]([O:21][C:22]([CH3:25])([CH3:24])[CH3:23])=[O:20])[CH2:15]3)[CH2:13][NH:12][C:3]2=[CH:4][CH:5]=1. Procedure details: tert-Butyl 3-(((2-bromo-4-(trifluoromethyl)phenyl)amino)methyl)-2,5-dihydro-1H-pyrrole-1-carboxylate (6.46 g, 15.3 mmol) was dissolved in benzene (300 mL). Thereafter, tributyltin hydride (6.02 mL, 23.0 mmol) and azobisisobutyronitrile (380 mg, 2.31 mmol) were added to the above obtained solution at room temperature, and the thus obtained mixture was then stirred for 15 hours while heating under reflux. Thereafter, the reaction solution was concentrated in vacuo, and the obtained residue was the... Reactants: CC(C)(C)O, C=CCOC(=O)Cc1ccc(-c2ccc(OCc3ccc(C(F)(F)F)c(OCC=C)c3C=O)cc2)cc1F, ClCCl, C1COCCO1, CC=C(C)C, C=C(C)C, [O-][Cl+][O-], Cl, [Na+], [Na+], [Na+], [Na+], [Na+], O, O=C([O-])O, O=P([O-])(O)O, O=S([O-])([O-])=S, O=S(=O)(O)O. The product is C=CCOC(=O)Cc1ccc(-c2ccc(OCc3ccc(C(F)(F)F)c(OCC=C)c3C(=O)OC(C)(C)C)cc2)cc1F. Reaction SMILES: [C:77]([OH:78])([CH3:79])([CH3:80])[CH3:81].[CH2:12]([CH:13]=[CH2:14])[O:15][c:16]1[c:17]([CH:48]=[O:49])[c:18]([CH2:19][O:20][c:21]2[cH:22][cH:23][c:24](-[c:27]3[cH:28][c:29]([F:40])[c:30]([CH2:33][C:34](=[O:35])[O:36][CH2:37][CH:38]=[CH2:39])[cH:31][cH:32]3)[cH:25][cH:26]2)[cH:41][cH:42][c:43]1[C:44]([F:45])([F:46])[F:47].[CH2:82]([Cl:83])[Cl:84].[CH2:85]1[O:86][CH2:87][CH2:88][O:89][CH2:90]1.[CH3:50][C:51]([CH3:52])=[CH:53][CH3:54].[CH3:63][C:64]([CH3:65])=[CH2:66].[Cl+:1]([O-:2])[O-:3].[ClH:62].[Na+:11].[Na+:4].[Na+:60].[Na+:61].[Na+:72].[OH2:5].[OH:73][C:74](=[O:75])[O-:76].[P:6]([O-:7])([OH:8])([OH:9])=[O:10].[S:55]([O-:56])(=[O:57])([O-:58])=[S:59].[S:67](=[O:68])(=[O:69])([OH:70])[OH:71]>>[CH2:12]([CH:13]=[CH2:14])[O:15][c:16]1[c:17]([C:48](=[O:49])[O:57][C:51]([CH3:50])([CH3:52])[CH3:53])[c:18]([CH2:19][O:20][c:21]2[cH:22][cH:23][c:24](-[c:27]3[cH:28][c:29]([F:40])[c:30]([CH2:33][C:34](=[O:35])[O:36][CH2:37][CH:38]=[CH2:39])[cH:31][cH:32]3)[cH:25][cH:26]2)[cH:41][cH:42][c:43]1[C:44]([F:45])([F:46])[F:47]. Starting materials: ON=C(C(=O)OCC)C(C)=O (Ethyl 2-hydroxyimino-3-oxobutyrate), C(C)OCCBr (ethoxyethyl bromide), C([O-])([O-])=O.[K+].[K+] (potassium carbonate), CN(C=O)C (N,N-dimethylformamide). Solvent: C(C)OC(C)=O (ethylacetate). Yields the product C(C)OCCON=C(C(=O)OCC)C(C)=O (ethyl 2-(2-ethoxyethoxyimino)-3-oxobutyrate). The yield is 97.7%. RXN SMILES: [OH:1][N:2]=[C:3]([C:9](=[O:11])[CH3:10])[C:4]([O:6][CH2:7][CH3:8])=[O:5].[CH2:12]([O:14][CH2:15][CH2:16]Br)[CH3:13].C(=O)([O-])[O-].[K+].[K+].CN(C)C=O>C(OC(=O)C)C>[CH2:12]([O:14][CH2:15][CH2:16][O:1][N:2]=[C:3]([C:9](=[O:11])[CH3:10])[C:4]([O:6][CH2:7][CH3:8])=[O:5])[CH3:13] |f:2.3.4|. Reported procedure: Ethyl 2-hydroxyimino-3-oxobutyrate (syn isomer 40 g.), ethoxyethyl bromide (41.1 g.), potassium carbonate (54.1 g.), N,N-dimethylformamide (65 ml.) and ethylacetate (65 ml.) were treated in a similar manner to that of Example A-(1) to give ethyl 2-(2-ethoxyethoxyimino)-3-oxobutyrate (syn isomer, 56.8 g.). Reactants: C[C@@H]1C([C@]2(C)[C@@H](C1)[C@@H]1CCC3=CC(C=C[C@]3(C)C1=CC2)=O)=O (16β-Methylandrosta-1,4,9(11)-triene-3,17-dione), [C-]#[C-].[Li+].[Li+] (lithium acetylide), CC(=O)C (acetone). Solvent: C1CCOC1 (THF). Reaction conditions: time 30 minute. The product is C(#C)[C@]1([C@]2(C)[C@@H](C[C@@H]1C)[C@@H]1CCC3=CC(C=C[C@]3(C)C1=CC2)=O)O (17α-Ethynyl-17β-hydroxy-16β-methylandrosta-1,4,9(11)-trien-3-one). Reaction SMILES: [CH3:1][C@H:2]1[CH2:7][C@H:6]2[C@H:8]3[C:18](=[CH:19][CH2:20][C@:4]2([CH3:5])[C:3]1=[O:22])[C@:16]1([CH3:17])[C:11](=[CH:12][C:13](=[O:21])[CH:14]=[CH:15]1)[CH2:10][CH2:9]3.[C-]#[C-].[Li+].[Li+].[CH3:27][C:28](C)=O>C1COCC1>[C:27]([C@:3]1([OH:22])[C@@H:2]([CH3:1])[CH2:7][C@H:6]2[C@H:8]3[C:18](=[CH:19][CH2:20][C@:4]12[CH3:5])[C@:16]1([CH3:17])[C:11](=[CH:12][C:13](=[O:21])[CH:14]=[CH:15]1)[CH2:10][CH2:9]3)#[CH:28] |f:1.2.3|. Reported procedure: 16β-Methylandrosta-1,4,9(11)-triene-3,17-dione (U.S. Pat. No. 3,010,958, 20 g) is added in THF (60 ml) to the lithium acetylide at -40°. When the reaction is complete, acetone (24 ml) is added. The mixture is warmed while bubbling nitrogen thru the slurry to remove excess acetylene. Water (25 ml) is slowly added. Water (105 ml) is then added more quickly creating two phases which are separated. The aqueous phase is washed with THF (50 ml); the organic phases (pH is 9) are combined, washed with a...